Dataset: the Open Reaction Database (ORD), a public repository of structured organic reaction records. Task: describe an organic reaction: reactants, conditions, products, and yield Starting materials: FC=1C=C(C=O)C=CC1 (3-fluorobenzaldehyde), FC1=C(COC(C(O)O)(C)C)C=CC=C1 (2-(2-fluorobenzyloxy)-2-methylpropanediol). Run in C1=CC=CC=C1 (benzene). Product: FC1=C(COC2(COC(OC2)C2=CC(=CC=C2)F)C)C=CC=C1 (5-(2-Fluorobenzyloxy)-2-(3-fluorophenyl)-5-methyl-1,3-dioxane). RXN SMILES: [F:1][C:2]1[CH:3]=[C:4]([CH:7]=[CH:8][CH:9]=1)[CH:5]=[O:6].[F:10][C:11]1[CH:24]=[CH:23][CH:22]=[CH:21][C:12]=1[CH2:13][O:14][C:15]([CH3:20])([CH3:19])[CH:16](O)[OH:17]>C1C=CC=CC=1>[F:10][C:11]1[CH:24]=[CH:23][CH:22]=[CH:21][C:12]=1[CH2:13][O:14][C:15]1([CH3:20])[CH2:16][O:17][CH:5]([C:4]2[CH:7]=[CH:8][CH:9]=[C:2]([F:1])[CH:3]=2)[O:6][CH2:19]1. Procedure details: Using the procedure of Example 51, 3-fluorobenzaldehyde and 2-(2-fluorobenzyloxy)-2-methylpropanediol were reacted, using benzene as solvent, to give, after separation by column chromatography, c-5-(2-fluorobenzyloxy)-r-2-(3-fluorophenyl)-5-methyl1,3-dioxane, m.p. 86°-87°, and t-5-(2-fluorobenzyloxy)-r-2-(3-fluorophenyl)-5-methyl-1,3-dioxane, m.p. 83°-84°. Starting materials: CC(C)(C)[S@@](=O)N[C@H](C1CCN(CC1)C(=O)OCC1=CC=CC=C1)C1=CC=CC=C1 (4-[(R)-[[(R)-(1,1-dimethylethyl)sulfinyl]amino]phenylmethyl]-1-piperidinecarboxylic acid, phenylmethyl ester), CO (methanol), Cl (hydrogen chloride). The solvent is O1CCOCC1 (1,4-dioxane). Conditions: time 10 minute. The product is N[C@H](C1CCN(CC1)C(=O)OCC1=CC=CC=C1)C1=CC=CC=C1 (4-[(R)-Aminophenylmethyl]-1-piperidinecarboxylic acid, phenylmethyl ester). Isolated yield 105.2%. RXN SMILES: CC([S@]([NH:7][C@@H:8]([C:25]1[CH:30]=[CH:29][CH:28]=[CH:27][CH:26]=1)[CH:9]1[CH2:14][CH2:13][N:12]([C:15]([O:17][CH2:18][C:19]2[CH:24]=[CH:23][CH:22]=[CH:21][CH:20]=2)=[O:16])[CH2:11][CH2:10]1)=O)(C)C.CO.Cl>O1CCOCC1>[NH2:7][C@@H:8]([C:25]1[CH:26]=[CH:27][CH:28]=[CH:29][CH:30]=1)[CH:9]1[CH2:14][CH2:13][N:12]([C:15]([O:17][CH2:18][C:19]2[CH:20]=[CH:21][CH:22]=[CH:23][CH:24]=2)=[O:16])[CH2:11][CH2:10]1. Reported procedure: A mixture of 4-[(R)-[[(R)-(1,1-dimethylethyl)sulfinyl]amino]phenylmethyl]-1-piperidinecarboxylic acid, phenylmethyl ester (0.59 g), methanol (5 mL) and hydrogen chloride in 1,4-dioxane (4M, 5 mL) was stirred at room temperature for 10 minutes then concentrated in vacuo. The residue was diluted in dichloromethane (2 mL) and triturated with diethyl ether to afford the subtitle compound as a solid (470 mg). The solvent is C(Cl)Cl (DCM), CC(C)(C)O (tBuOH), O (water). Procedure: A mixture of AD-mix-alpha (7.0 g) in tBuOH (23 mL) and water (23 mL) was stirred at r.t. during 15 min. The mixture was then cooled down to 0° C. and 4-chlorostyrene (0.64 mL, 5.0 mmol, 1.0 eq.) was added. The resulting heterogeneous slurry was stirred vigorously at 0° C. for 3 hours. Sodium sulfite (7.5 g, 59.5 mmol, 11.9 eq.) was added and the reaction mixture was allowed to warm to r.t. and stirred at that temperature for 1 hour. DCM (45 mL) was added and the layers were separated. The aq. ph... Starting materials: C(C)(OC)(OC)OC (Trimethyl orthoacetate), Cl[Si](C)(C)C (Chlorotrimethylsilane), ClC1=CC=C(C=C)C=C1 (4-chlorostyrene), CC[C@@H]1CN2CC[C@@H]1C[C@@H]2[C@@H](C3=C4C=C(C=CC4=NC=C3)OC)OC5=NN=C(C6=CC=CC=C65)O[C@@H]([C@H]7C[C@@H]8CCN7C[C@@H]8CC)C9=C1C=C(C=CC1=NC=C9)OC (AD-mix-alpha), S(=O)([O-])[O-].[Na+].[Na+] (Sodium sulfite). Conditions: time 15 minute. The product is ClC1=CC=C(C=C1)[C@@H]1OC1 ((S)-2-(4-chloro-phenyl)-oxirane). Reaction SMILES: CC[C@H]1[C@H]2C[C@H]([C@H](OC3[C:34]4[C:29](=[CH:30][CH:31]=[CH:32][CH:33]=4)[C:28]([O:35][C@H:36](C4C=CN=C5C=4C=C(OC)C=C5)[C@@H]4N5C[C@H](CC)[C@@H](CC5)C4)=NN=3)C3C=CN=C4C=3C=C(OC)C=C4)N(CC2)C1.[Cl:59]C1C=CC(C=C)=CC=1.S([O-])([O-])=O.[Na+].[Na+].C(OC)(OC)(OC)C.Cl[Si](C)(C)C>CC(O)(C)C.O.C(Cl)Cl>[Cl:59][C:32]1[CH:31]=[CH:30][C:29]([C@H:28]2[CH2:36][O:35]2)=[CH:34][CH:33]=1 |f:2.3.4|. Reactants: CS(C)=O, CSCc1cc(F)cc2c(C(CCOS(C)(=O)=O)c3ccc(Cl)cc3C)c[nH]c12, N#C[K]. Yields the product CSCc1cc(F)cc2c(C(CCC#N)c3ccc(Cl)cc3C)c[nH]c12. RXN SMILES: [CH3:33][S:34]([CH3:35])=[O:36].[CH3:4][S:5]([O:6][CH2:9][CH2:10][CH:11]([c:12]1[cH:13][nH:14][c:15]2[c:16]([CH2:22][S:23][CH3:24])[cH:17][c:18]([F:21])[cH:19][c:20]12)[c:25]1[c:26]([CH3:32])[cH:27][c:28]([Cl:31])[cH:29][cH:30]1)(=[O:7])=[O:8].[K:1][C:2]#[N:3]>>[C:2](#[N:3])[CH2:9][CH2:10][CH:11]([c:12]1[cH:13][nH:14][c:15]2[c:16]([CH2:22][S:23][CH3:24])[cH:17][c:18]([F:21])[cH:19][c:20]12)[c:25]1[c:26]([CH3:32])[cH:27][c:28]([Cl:31])[cH:29][cH:30]1. RXN SMILES: [NH2:1][C:2]1[CH:7]=[CH:6][C:5]([CH:8]2[S:12][C:11](=[O:13])[NH:10][C:9]2=[O:14])=[CH:4][CH:3]=1.[C:15]1([CH3:25])[CH:20]=[CH:19][C:18]([S:21](Cl)(=[O:23])=[O:22])=[CH:17][CH:16]=1>N1C=CC=CC=1>[C:15]1([CH3:25])[CH:20]=[CH:19][C:18]([S:21]([NH:1][C:2]2[CH:3]=[CH:4][C:5]([CH:8]3[S:12][C:11](=[O:13])[NH:10][C:9]3=[O:14])=[CH:6][CH:7]=2)(=[O:23])=[O:22])=[CH:17][CH:16]=1. The solvent is N1=CC=CC=C1 (pyridine). The reactants are NC1=CC=C(C=C1)C1C(NC(S1)=O)=O (5-(4-amino-phenyl) thiazolidine-2,4-dione), C1(=CC=C(C=C1)S(=O)(=O)Cl)C (p-toluenesulfonyl chloride), ice water. Product: C1(=CC=C(C=C1)S(=O)(=O)NC1=CC=C(C=C1)C1C(NC(S1)=O)=O)C (5-(4-(p-Toluenesulfonylamino)phenyl)thiazolidine-2,4-dione). Procedure details: Into 10 ml of pyridine were dissolved 0.50 g of 5-(4-amino-phenyl) thiazolidine-2,4-dione, and after added 0.46 g of p-toluenesulfonyl chloride, the mixture was stirred for 1 hour at room temperature. After the completion of reaction, the reaction mixture was poured into ice water, which was extracted with ethyl acetate. The organic layer was washed with 10% hydrochloric acid, washed with water and dried. Then, solvent was distilled off. The residue was recrystallized from benzene to obtain 0.65... The yield is 74.7%. Conditions: time 1 hour. The reactants are CN(C(=O)OC(C)(C)C)c1ccccc1-c1ccc(C(=O)OC(C)(C)C)c([N+](=O)[O-])c1, C, CCOC(C)=O, CO, [Pd]. Product: CN(C(=O)OC(C)(C)C)c1ccccc1-c1ccc(C(=O)OC(C)(C)C)c(N)c1. As a reaction SMILES: [C:1]([CH3:2])([CH3:3])([CH3:4])[O:5][C:6](=[O:7])[N:8]([c:9]1[c:10](-[c:15]2[cH:16][c:17]([N+:28]([O-:29])=[O:30])[c:18]([C:19](=[O:20])[O:21][C:22]([CH3:23])([CH3:24])[CH3:25])[cH:26][cH:27]2)[cH:11][cH:12][cH:13][cH:14]1)[CH3:31].[C:40].[CH3:32][CH2:33][O:34][C:35](=[O:36])[CH3:37].[CH3:38][OH:39].[Pd:41]>>[C:1]([CH3:2])([CH3:3])([CH3:4])[O:5][C:6](=[O:7])[N:8]([c:9]1[c:10](-[c:15]2[cH:16][c:17]([NH2:28])[c:18]([C:19](=[O:20])[O:21][C:22]([CH3:23])([CH3:24])[CH3:25])[cH:26][cH:27]2)[cH:11][cH:12][cH:13][cH:14]1)[CH3:31]. The reactants are O=Cc1ccc(Br)cc1, C[S+](C)C, CC#N, [I-], [K+], [OH-], O. Yields the product Brc1ccc(C2CO2)cc1. RXN SMILES: [Br:1][c:2]1[cH:3][cH:4][c:5]([CH:6]=[O:7])[cH:8][cH:9]1.[CH3:11][S+:12]([CH3:13])[CH3:14].[CH3:18][C:19]#[N:20].[I-:10].[K+:17].[OH-:16].[OH2:15]>>[Br:1][c:2]1[cH:3][cH:4][c:5]([CH:6]2[O:7][CH2:11]2)[cH:8][cH:9]1.